Task: describe an organic reaction: reactants, conditions, products, and yield. Dataset: the Open Reaction Database (ORD), a public repository of structured organic reaction records Reactants: Cl, C1COCCO1, CC(C)(C)OC(=O)N1CCC(Cc2n[nH]c(=O)n2-c2ccc(-c3ccc4occc4c3)cc2)C1. Yields the product Cl, O=c1[nH]nc(CC2CCNC2)n1-c1ccc(-c2ccc3occc3c2)cc1. As a reaction SMILES: [ClH:41].[O:35]1[CH2:36][CH2:37][O:38][CH2:39][CH2:40]1.[o:1]1[cH:2][cH:3][c:4]2[c:5]1[cH:6][cH:7][c:8](-[c:10]1[cH:11][cH:12][c:13](-[n:16]3[c:17]([CH2:22][CH:23]4[CH2:24][N:25]([C:28]([O:29][C:30]([CH3:31])([CH3:32])[CH3:33])=[O:34])[CH2:26][CH2:27]4)[n:18][nH:19][c:20]3=[O:21])[cH:14][cH:15]1)[cH:9]2>>[ClH:41].[o:1]1[cH:2][cH:3][c:4]2[c:5]1[cH:6][cH:7][c:8](-[c:10]1[cH:11][cH:12][c:13](-[n:16]3[c:17]([CH2:22][CH:23]4[CH2:24][NH:25][CH2:26][CH2:27]4)[n:18][nH:19][c:20]3=[O:21])[cH:14][cH:15]1)[cH:9]2. The reactants are C1CC(=O)N(C1=O)Cl (NCS), CN1C(=NN=C1)C1=CC=C(N)C=C1 (4-(4-methyl-4H-1,2,4-triazol-3-yl)aniline). Solvent: CN(C)C=O (DMF). Run at temperature 90 celsius. Yields the product ClC1=C(N)C=CC(=C1)C1=NN=CN1C (2-Chloro-4-(4-methyl-4H-1,2,4-triazol-3-yl)aniline). The yield is 81.0%. RXN SMILES: C1C(=O)N([Cl:8])C(=O)C1.[CH3:9][N:10]1[CH:14]=[N:13][N:12]=[C:11]1[C:15]1[CH:21]=[CH:20][C:18]([NH2:19])=[CH:17][CH:16]=1>CN(C=O)C>[Cl:8][C:20]1[CH:21]=[C:15]([C:11]2[N:10]([CH3:9])[CH:14]=[N:13][N:12]=2)[CH:16]=[CH:17][C:18]=1[NH2:19]. Procedure details: NCS (0.077 g, 0.574 mmol) was added to a solution of 4-(4-methyl-4H-1,2,4-triazol-3-yl)aniline (0.1 g, 0.574 mmol) in DMF (1.1 mL). The reaction mixture was heated at 90° C. for 1 hour and was then concentrated under vacuum. The residue was purified via Biotage silica gel column chromatography elutin with (DCM/EtOH 99/1 to 90/10) to afford the title product as a white solid (97 mg, 81%). 1H NMR (500 MHz, CD3OD) δ 3.78 (s, 3H), 6.95 (d, J=8.4 Hz, 1H), 7.38 (dd, J=8.4, 2.0 Hz, 1H), 7.58 (d, J=2.0 ... Starting materials: COS(=O)(=O)OC, [I-], [K+], O=[N+]([O-])c1cccc2ncccc12, O. Yields the product [I-], C[n+]1cccc2c([N+](=O)[O-])cccc21. RXN SMILES: [CH3:14][O:15][S:16]([O:17][CH3:18])(=[O:19])=[O:20].[I-:22].[K+:21].[N+:1](=[O:2])([O-:3])[c:4]1[c:5]2[cH:6][cH:7][cH:8][n:9][c:10]2[cH:11][cH:12][cH:13]1.[OH2:23]>>[I-:22].[N+:1](=[O:2])([O-:3])[c:4]1[c:5]2[cH:6][cH:7][cH:8][n+:9]([CH3:14])[c:10]2[cH:11][cH:12][cH:13]1. The reactants are BrCC1CC1, O=C([O-])[O-], CN(C)C=O, [K+], [K+], Cn1nc(O)c(-c2ccc3c(c2)OCO3)c1N. The product is Cn1nc(OCC2CC2)c(-c2ccc3c(c2)OCO3)c1N. RXN SMILES: [Br:24][CH2:25][CH:26]1[CH2:27][CH2:28]1.[C:18](=[O:19])([O-:20])[O-:21].[CH3:29][N:30]([CH3:31])[CH:32]=[O:33].[K+:22].[K+:23].[NH2:1][c:2]1[c:3](-[c:9]2[cH:10][c:11]3[c:12]([cH:16][cH:17]2)[O:13][CH2:14][O:15]3)[c:4]([OH:8])[n:5][n:6]1[CH3:7]>>[NH2:1][c:2]1[c:3](-[c:9]2[cH:10][c:11]3[c:12]([cH:16][cH:17]2)[O:13][CH2:14][O:15]3)[c:4]([O:8][CH2:25][CH:26]2[CH2:27][CH2:28]2)[n:5][n:6]1[CH3:7]. The reactants are CCO, ClC(Cl)Cl, CC(C)c1nccn1-c1ccc(Cl)cc1[N+](=O)[O-], [Na+], [OH-], O, O, Cl[Sn]Cl. Yields the product CC(C)c1nccn1-c1ccc(Cl)cc1N. RXN SMILES: [CH3:24][CH2:25][OH:26].[CH:29]([Cl:30])([Cl:31])[Cl:32].[Cl:1][c:2]1[cH:3][c:4]([N+:16]([O-:17])=[O:18])[c:5](-[n:8]2[c:9]([CH:13]([CH3:14])[CH3:15])[n:10][cH:11][cH:12]2)[cH:6][cH:7]1.[Na+:28].[OH-:27].[OH2:19].[OH2:20].[Sn:21]([Cl:22])[Cl:23]>>[Cl:1][c:2]1[cH:3][c:4]([NH2:16])[c:5](-[n:8]2[c:9]([CH:13]([CH3:14])[CH3:15])[n:10][cH:11][cH:12]2)[cH:6][cH:7]1. Starting materials: CC#N, C(=NC1CCCCC1)=NC1CCCCC1, O=C1CCC(C(=O)O)N1, O=C(CN1CCNCC1)N1CCOCC1. Yields the product O=C1CCC(C(=O)N2CCN(CC(=O)N3CCOCC3)CC2)N1. Reaction SMILES: [CH3:40][C:41]#[N:42].[CH:25]1([N:26]=[C:27]=[N:28][CH:29]2[CH2:30][CH2:31][CH2:32][CH2:33][CH2:34]2)[CH2:35][CH2:36][CH2:37][CH2:38][CH2:39]1.[NH:1]1[CH:2]([C:7](=[O:8])[OH:9])[CH2:3][CH2:4][C:5]1=[O:6].[O:10]1[CH2:11][CH2:12][N:13]([C:16](=[O:17])[CH2:18][N:19]2[CH2:20][CH2:21][NH:22][CH2:23][CH2:24]2)[CH2:14][CH2:15]1>>[NH:1]1[CH:2]([C:7](=[O:9])[N:22]2[CH2:21][CH2:20][N:19]([CH2:18][C:16]([N:13]3[CH2:12][CH2:11][O:10][CH2:15][CH2:14]3)=[O:17])[CH2:24][CH2:23]2)[CH2:3][CH2:4][C:5]1=[O:6].